From a dataset of the Open Reaction Database (ORD), a public repository of structured organic reaction records. describe an organic reaction: reactants, conditions, products, and yield The reactants are C(C)(C)(C)OC(=O)N1[C@H](COCC1)COC(NC=1C(=C2C(=NC=NN2C1)NC1=CC(=C(C=C1)OCC1=CC(=CC=C1)F)Cl)C)=O ((R)-3-{4-[3-chloro-4-(3-fluoro-benzyloxy)-phenylamino]-5-methyl-pyrrolo[2,1-f][1,2,4]triazin-6-ylcarbamoyloxymethyl}-morpholine-4-carboxylic acid tert-butyl ester). Solvent: C(=O)(C(F)(F)F)O (TFA). Yields the product N1[C@H](COCC1)COC(NC=1C(=C2C(=NC=NN2C1)NC1=CC(=C(C=C1)OCC1=CC(=CC=C1)F)Cl)C)=O ((R)-{4-[3-chloro-4-(3-fluoro-benzyloxy)-phenylamino]-5-methyl-pyrrolo[2,1-f][1,2,4]triazin-6-yl}-carbamic acid morpholin-3-ylmethyl ester). The yield is 53.3%. Reaction SMILES: C(OC([N:8]1[CH2:13][CH2:12][O:11][CH2:10][C@@H:9]1[CH2:14][O:15][C:16](=[O:45])[NH:17][C:18]1[C:19]([CH3:44])=[C:20]2[N:25]([CH:26]=1)[N:24]=[CH:23][N:22]=[C:21]2[NH:27][C:28]1[CH:33]=[CH:32][C:31]([O:34][CH2:35][C:36]2[CH:41]=[CH:40][CH:39]=[C:38]([F:42])[CH:37]=2)=[C:30]([Cl:43])[CH:29]=1)=O)(C)(C)C>C(O)(C(F)(F)F)=O>[NH:8]1[CH2:13][CH2:12][O:11][CH2:10][C@@H:9]1[CH2:14][O:15][C:16](=[O:45])[NH:17][C:18]1[C:19]([CH3:44])=[C:20]2[N:25]([CH:26]=1)[N:24]=[CH:23][N:22]=[C:21]2[NH:27][C:28]1[CH:33]=[CH:32][C:31]([O:34][CH2:35][C:36]2[CH:41]=[CH:40][CH:39]=[C:38]([F:42])[CH:37]=2)=[C:30]([Cl:43])[CH:29]=1. Reported procedure: A solution of 4D (100 mg, 0.156 mmol) in TFA (1.2 ml) was stirred at rt for 5 min. The solution was concentrated in vacuo and the residue was purified by a Shimadzu auto prep HPLC, employing 30% to 100% 10 min gradient, 6 min 100% holding elution with 0.1%TFA in MeOH-water solvent system, 220 nM detection, 20 mL/min elution with a YMC ODS S5 20×100 mm column to give 4E (45 mg, 53%). Analytical HPLC retention time=2.93 min. (YMC S5 ODS column 4.6×50 mm, 10–90% aqueous methanol over 4 minutes cont... Procedure details: A solution of N-(7-chloro-2-methylpyrazolo[1,5-a]pyrimidin-5-yl)-2-(pyridin-4-yl)cyclopropanecarboxamide (7E, 154 mg, 0.469 mmol) and 1-(piperidin-4-yl)urea hydrochloride (169 mg, 0.939 mmol) in NMP (1.5 mL) was stirred at room temperature overnight. After cooling to room temperature, the mixture was diluted with a few drops of DMSO and methanol, and was then purified by preparatory HPLC (10-40% MeCN/H2O gradient+0.01% TFA). Lyophilization of the combined fractions gave the titled compound as a ... Starting materials: ClC1=CC(=NC=2N1N=C(C2)C)NC(=O)[C@H]2[C@@H](C2)C2=CC=NC=C2 (trans-N-(7-chloro-2-methylpyrazolo[1,5-a]pyrimidin-5-yl)-2-(pyridin-4-yl)cyclopropanecarboxamide), Cl.N1CCC(CC1)NC(=O)N (1-(piperidin-4-yl)urea hydrochloride). As a reaction SMILES: Cl[C:2]1[N:7]2[N:8]=[C:9]([CH3:11])[CH:10]=[C:6]2[N:5]=[C:4]([NH:12][C:13]([C@@H:15]2[CH2:17][C@H:16]2[C:18]2[CH:23]=[CH:22][N:21]=[CH:20][CH:19]=2)=[O:14])[CH:3]=1.Cl.[NH:25]1[CH2:30][CH2:29][CH:28]([NH:31][C:32]([NH2:34])=[O:33])[CH2:27][CH2:26]1>CN1C(=O)CCC1.CS(C)=O.CO>[CH3:11][C:9]1[CH:10]=[C:6]2[N:5]=[C:4]([NH:12][C:13]([CH:15]3[CH2:17][CH:16]3[C:18]3[CH:23]=[CH:22][N:21]=[CH:20][CH:19]=3)=[O:14])[CH:3]=[C:2]([N:25]3[CH2:30][CH2:29][CH:28]([NH:31][C:32]([NH2:34])=[O:33])[CH2:27][CH2:26]3)[N:7]2[N:8]=1 |f:1.2|. Isolated yield 5.9%. Yields the product CC1=NN2C(N=C(C=C2N2CCC(CC2)NC(=O)N)NC(=O)C2C(C2)C2=CC=NC=C2)=C1 (N-(2-methyl-7-(4-ureidopiperidin-1-yl)pyrazolo[1,5-a]pyrimidin-5-yl)-2-(pyridin-4-yl)cyclopropanecarboxamide). The solvent is CN1CCCC1=O (NMP), CO (methanol). The reagents and catalysts are CS(=O)C (DMSO).